describe an organic reaction: reactants, conditions, products, and yield From a dataset of the Open Reaction Database (ORD), a public repository of structured organic reaction records. Starting materials: COC(C1=C(C=C(C=C1)O)O)=O (2,4-dihydroxybenzoic acid methyl ester), BrCCCCCCCCCCCCCCCCCC (1-bromooctadecane), C([O-])([O-])=O.[K+].[K+] (potassium carbonate). Solvent: CC(=O)C (acetone), CN(C)C=O (DMF). The product is COC(C1=C(C=C(C=C1)OCCCCCCCCCCCCCCCCCC)O)=O (2-hydroxy -4-(octadecyloxy)benzoic acid methyl ester). RXN SMILES: [CH3:1][O:2][C:3](=[O:12])[C:4]1[CH:9]=[CH:8][C:7]([OH:10])=[CH:6][C:5]=1[OH:11].Br[CH2:14][CH2:15][CH2:16][CH2:17][CH2:18][CH2:19][CH2:20][CH2:21][CH2:22][CH2:23][CH2:24][CH2:25][CH2:26][CH2:27][CH2:28][CH2:29][CH2:30][CH3:31].C(=O)([O-])[O-].[K+].[K+]>CC(C)=O.CN(C=O)C>[CH3:1][O:2][C:3](=[O:12])[C:4]1[CH:9]=[CH:8][C:7]([O:10][CH2:31][CH2:30][CH2:29][CH2:28][CH2:27][CH2:26][CH2:25][CH2:24][CH2:23][CH2:22][CH2:21][CH2:20][CH2:19][CH2:18][CH2:17][CH2:16][CH2:15][CH3:14])=[CH:6][C:5]=1[OH:11] |f:2.3.4|. Reported procedure: A mixture of 1 g (5.95 mmol) of 2,4-dihydroxybenzoic acid methyl ester, 1.98 g (5.95 mmol) of 1-bromooctadecane and 0.825 g (5.95 mmol) of potassium carbonate was stirred at reflux for 40 hours in 20 ml of acetone and 2 ml of DMF. The usual workup followed by purification by HPLC using 1% ethyl acetate-hexane gave 2-hydroxy -4-(octadecyloxy)benzoic acid methyl ester, mp 61°-64°. Reactants: COC1=CC=C(C=C1)[C@@H]1SC2=C(N(C([C@@H]1O)=O)CCN(C)C)C=CC(=C2)C ((±)-cis-2-(4-methoxyphenyl)-3-hydroxy-5-[2-(dimethylamino)ethyl]-8-methyl-2,3-dihydro-1,5-benzothiazepin-4(5H)-one), C(C)(=O)OC(C)=O (acetic anhydride), Br (hydrobromide). The solvent is N1=CC=CC=C1 (pyridine). Run at temperature 110 celsius, time 4 hour. The product is Br.COC1=CC=C(C=C1)[C@@H]1SC2=C(N(C([C@@H]1OC(C)=O)=O)CCN(C)C)C=CC(=C2)C ((+)-cis-2-(4-methoxyphenyl)-3-acetoxy-5-[2-(dimethylamino)ethyl]-8-methyl-2,3-dihydro-1,5-benzothiazepin-4(5H)-one hydrobromide). Yield: 96.0%. As a reaction SMILES: [CH3:1][O:2][C:3]1[CH:8]=[CH:7][C:6]([C@H:9]2[C@@H:15]([OH:16])[C:14](=[O:17])[N:13]([CH2:18][CH2:19][N:20]([CH3:22])[CH3:21])[C:12]3[CH:23]=[CH:24][C:25]([CH3:27])=[CH:26][C:11]=3[S:10]2)=[CH:5][CH:4]=1.[C:28](OC(=O)C)(=[O:30])[CH3:29].[BrH:35]>N1C=CC=CC=1>[BrH:35].[CH3:1][O:2][C:3]1[CH:8]=[CH:7][C:6]([C@H:9]2[C@@H:15]([O:16][C:28](=[O:30])[CH3:29])[C:14](=[O:17])[N:13]([CH2:18][CH2:19][N:20]([CH3:22])[CH3:21])[C:12]3[CH:23]=[CH:24][C:25]([CH3:27])=[CH:26][C:11]=3[S:10]2)=[CH:5][CH:4]=1 |f:4.5|. Reported procedure: A mixture of 5.05 g of (±)-cis-2-(4-methoxyphenyl)-3-hydroxy-5-[2-(dimethylamino)ethyl]-8-methyl-2,3-dihydro-1,5-benzothiazepin-4(5H)-one, 20 ml of acetic anhydride and 0.1 ml of pyridine is stirred at 110° C. for 4 hours. After the reaction is completed, the mixture is evaporated under reduced pressure to remove acetic anhydride, acetic acid and pyridine. Benzene is added to the residue, and the mixture is evaporated under reduced pressure to remove solvent. The residue thus obtained is convert... The reactants are 9, [BH4-].[Na+] (sodium borohydride), C(#N)C[C@H](CC(CC(=O)OC(C)(C)C)=O)O ((R)-1,1-dimethylethyl 6-cyano-5-hydroxy-3oxohexanoate), solution, COB(CC)CC (methoxydiethylborane), C(C)(=O)O (acetic acid). Run in CO (methanol), C(C)(=O)OCC (ethyl acetate), O1CCCC1 (tetrahydrofuran), O1CCCC1 (tetrahydrofuran). Run at temperature -85 celsius, time 60 hour. Product: C(#N)CC(CC(CC(=O)OC(C)(C)C)O)O (1,1-dimethylethyl 6-cyano-3,5-dihydroxyhexanoate). RXN SMILES: [C:1]([CH2:3][C@@H:4]([OH:16])[CH2:5][C:6](=[O:15])[CH2:7][C:8]([O:10][C:11]([CH3:14])([CH3:13])[CH3:12])=[O:9])#[N:2].COB(CC)CC.[BH4-].[Na+].C(O)(=O)C>O1CCCC1.C(OCC)(=O)C.CO>[C:1]([CH2:3][CH:4]([OH:16])[CH2:5][CH:6]([OH:15])[CH2:7][C:8]([O:10][C:11]([CH3:12])([CH3:14])[CH3:13])=[O:9])#[N:2] |f:2.3|. Procedure: Crude (R)-1,1-dimethylethyl 6-cyano-5-hydroxy-3oxohexanoate, 21 g (0.0924 mol), is dissolved in 940 mL of tetrahydrofuran and 190 mL of methanol under a nitrogen atmosphere. This solution is cooled to -85° C. and 95 mL of a 15% solution of methoxydiethylborane in tetrahydrofuran is added. The reaction is cooled to -97° C. and 6.5 9 (0.172 mol) of sodium borohydride is added in 0.5 g portions over 1.5 hours. The reaction is maintained between -93° C. and -97° C. for 13 hours and allowed to warm t... Reactants: CC#N, CN(C)C=O, O=C(Cl)C(=O)Cl, CCOC(=O)c1cnc2c(OC)nc(OC)cc2c1O. Yields the product CCOC(=O)c1cnc2c(OC)nc(OC)cc2c1Cl. RXN SMILES: [CH3:32][C:33]#[N:34].[CH3:7][N:8]([CH3:9])[CH:10]=[O:11].[Cl:1][C:2]([C:3]([Cl:4])=[O:5])=[O:6].[OH:12][c:13]1[c:14]([C:27](=[O:28])[O:29][CH2:30][CH3:31])[cH:15][n:16][c:17]2[c:18]([O:25][CH3:26])[n:19][c:20]([O:23][CH3:24])[cH:21][c:22]12>>[Cl:1][c:13]1[c:14]([C:27](=[O:28])[O:29][CH2:30][CH3:31])[cH:15][n:16][c:17]2[c:18]([O:25][CH3:26])[n:19][c:20]([O:23][CH3:24])[cH:21][c:22]12.